This data is from the Open Reaction Database (ORD), a public repository of structured organic reaction records. The task is: describe an organic reaction: reactants, conditions, products, and yield The reactants are [Cu] (copper), [Cu] (copper), [Cu] (copper), [N+](=O)(O)[O-] (nitric acid). Product: [N+](=O)([O-])[O-].[Cu+2].[N+](=O)([O-])[O-] (copper nitrate). As a reaction SMILES: [Cu:1].[N+:2]([O-:5])([OH:4])=[O:3]>>[N+:2]([O-:5])([O-:4])=[O:3].[Cu+2:1].[N+:2]([O-:5])([O-:4])=[O:3] |f:2.3.4|. Reported procedure: In a regenerative process for etching copper, the steps of: contacting the copper with an aqueous solution of nitric acid to dissolve the copper and form copper nitrate, and adding sulfuric acid to the solution to convert the copper nitrate to nitric acid and a copper precipitate. Reactants: C([O-])(O)=O.[Na+] (sodium bicarbonate), C(C)(C)(C)OC(=O)OC(=O)OC(C)(C)C (di-tert-butyldicarbonate), C(C)(C)(C)OC(=O)N1CCC(=CC1)C1=CC2=C(N=CN=C2Cl)N1 (4-(4-chloro-7H-pyrrolo[2,3-d]pyrimidin-6-yl)-3,6-dihydro-2H-pyridine-1-carboxylic acid tert-butyl ester), ClC=1C=C(C=C(C1)N1CCN(CC1)C)N (3-chloro-5-(4-methylpiperazin-1-yl)-phenylamine), FC(C(=O)O)(F)F (trifluoroacetic acid). Run in CN(C)C=O (DMF), CN(C)C=O (DMF). Run at temperature 70 celsius, time 18 hour. Product: C(C)(C)(C)OC(=O)N1CCC(=CC1)C1=CC2=C(N=CN=C2NC2=CC(=CC(=C2)N2CCN(CC2)C)Cl)N1 (4-{4-[3-Chloro-5-(4-methylpiperazin-1-yl)-phenyl-amino]-7H-pyrrolo[2,3-d]pyrimidin-6-yl}-3,6-dihydro-2H-pyridine-1-carboxylic acid tert-butyl ester). Reaction SMILES: [C:1]([O:5][C:6]([N:8]1[CH2:13][CH:12]=[C:11]([C:14]2[NH:23][C:17]3[N:18]=[CH:19][N:20]=[C:21](Cl)[C:16]=3[CH:15]=2)[CH2:10][CH2:9]1)=[O:7])([CH3:4])([CH3:3])[CH3:2].[Cl:24][C:25]1[CH:26]=[C:27]([NH2:38])[CH:28]=[C:29]([N:31]2[CH2:36][CH2:35][N:34]([CH3:37])[CH2:33][CH2:32]2)[CH:30]=1.FC(F)(F)C(O)=O.C(=O)(O)[O-].[Na+].C(OC(OC(OC(C)(C)C)=O)=O)(C)(C)C>CN(C=O)C>[C:1]([O:5][C:6]([N:8]1[CH2:13][CH:12]=[C:11]([C:14]2[NH:23][C:17]3[N:18]=[CH:19][N:20]=[C:21]([NH:38][C:27]4[CH:28]=[C:29]([N:31]5[CH2:36][CH2:35][N:34]([CH3:37])[CH2:33][CH2:32]5)[CH:30]=[C:25]([Cl:24])[CH:26]=4)[C:16]=3[CH:15]=2)[CH2:10][CH2:9]1)=[O:7])([CH3:3])([CH3:2])[CH3:4] |f:3.4|. Procedure: A mixture of 4-(4-chloro-7H-pyrrolo[2,3-d]pyrimidin-6-yl)-3,6-dihydro-2H-pyridine-1-carboxylic acid tert-butyl ester (88.0 mg, 0.263 mmol), 3-chloro-5-(4-methylpiperazin-1-yl)-phenylamine (71.2 mg, 0.316 mmol), trifluoroacetic acid (203 μL, 2.63 mmol), and DMF (2 mL) was stirred in a sealed tube at 70° C. for 18 h. The mixture was concentrated in vacuo, sodium bicarbonate (221 mg, 2.63 mmol), di-tert-butyldicarbonate (86.1 mg, 0.394 mmol), and DMF (2 mL) were added to the residue, and the result...